This data is from the Open Reaction Database (ORD), a public repository of structured organic reaction records. The task is: describe an organic reaction: reactants, conditions, products, and yield The reactants are CC(C)[Si](C(C)C)(C(C)C)Cl (TIPSCl), OCC=1C=CC=2N(C1)C(=CN2)C(=O)OCC (ethyl 6-(hydroxymethyl)imidazo[1,2-a]pyridine-3-carboxylate), N1C=NC=C1 (1H-imidazole). As a reaction SMILES: [OH:1][CH2:2][C:3]1[CH:4]=[CH:5][C:6]2[N:7]([C:9]([C:12]([O:14][CH2:15][CH3:16])=[O:13])=[CH:10][N:11]=2)[CH:8]=1.N1C=CN=C1.[CH3:22][CH:23]([Si:25](Cl)([CH:29]([CH3:31])[CH3:30])[CH:26]([CH3:28])[CH3:27])[CH3:24]>CN(C1C=CN=CC=1)C.ClCCl>[CH:23]([Si:25]([CH:29]([CH3:31])[CH3:30])([CH:26]([CH3:28])[CH3:27])[O:1][CH2:2][C:3]1[CH:4]=[CH:5][C:6]2[N:7]([C:9]([C:12]([O:14][CH2:15][CH3:16])=[O:13])=[CH:10][N:11]=2)[CH:8]=1)([CH3:24])[CH3:22]. Run in ClCCl (dichloromethane). Reagents/catalysts: CN(C)C=1C=CN=CC1 (DMAP). Yields the product C(C)(C)[Si](OCC=1C=CC=2N(C1)C(=CN2)C(=O)OCC)(C(C)C)C(C)C (ethyl 6-(((triisopropylsilyl)oxy)methyl)imidazo[1,2-a]pyridine-3-carboxylate). Run at time 8 hour. Procedure: To a suspension of ethyl 6-(hydroxymethyl)imidazo[1,2-a]pyridine-3-carboxylate (59) (497.0 mg, 2.26 mmol), DMAP (12.2 mg, 0.1 mmol) and 1H-imidazole (154.0 mg, 2.26 mmol) in dichloromethane (10 mL), was added TIPSCl (523.0 mg, 2.71 mmol). The resulting mixture was stirred overnight at room temperature. The solvent was removed under vacuum to yield crude ethyl 6-(((triisopropylsilyl)oxy)methyl)imidazo[1,2-a]pyridine-3-carboxylate (60). MS m/z 377.2 (M+1)+. Yields the product Cc1cccc(C=CCCl)c1. As a reaction SMILES: [CH2:40]([Cl:41])[Cl:42].[CH3:1][c:2]1[cH:3][c:4]([CH:8]=[CH:9][CH2:10][OH:11])[cH:5][cH:6][cH:7]1.[Cl:31][N:32]1[C:33](=[O:34])[CH2:35][CH2:36][C:37]1=[O:38].[OH2:39].[c:12]1([P:13]([c:14]2[cH:15][cH:16][cH:17][cH:18][cH:19]2)[c:20]2[cH:21][cH:22][cH:23][cH:24][cH:25]2)[cH:26][cH:27][cH:28][cH:29][cH:30]1>>[CH3:1][c:2]1[cH:3][c:4]([CH:8]=[CH:9][CH2:10][Cl:31])[cH:5][cH:6][cH:7]1. The reactants are ClCCl, Cc1cccc(C=CCO)c1, O=C1CCC(=O)N1Cl, O, c1ccc(P(c2ccccc2)c2ccccc2)cc1. Reactants: C(C)OC(=O)C1CCN(CC1)CCC1=NC2=C(N1)C=CC=C2F (1-[2-(4-Fluoro-1H-benzoimidazol-2-yl)-ethyl]-piperidine-4-carboxylic acid ethyl ester), [OH-].[Na+] (sodium hydroxide). Solvent: C(C)O (ethanol). Product: FC1=CC=CC=2NC(=NC21)CCN2CCC(CC2)C(=O)O (1-[2-(4-Fluoro-1H-benzoimidazol-2-yl)-ethyl]-piperidine-4-carboxylic acid). Yield: 54.5%. RXN SMILES: C([O:3][C:4]([CH:6]1[CH2:11][CH2:10][N:9]([CH2:12][CH2:13][C:14]2[NH:18][C:17]3[CH:19]=[CH:20][CH:21]=[C:22]([F:23])[C:16]=3[N:15]=2)[CH2:8][CH2:7]1)=[O:5])C.[OH-].[Na+]>C(O)C>[F:23][C:22]1[C:16]2[N:15]=[C:14]([CH2:13][CH2:12][N:9]3[CH2:10][CH2:11][CH:6]([C:4]([OH:5])=[O:3])[CH2:7][CH2:8]3)[NH:18][C:17]=2[CH:19]=[CH:20][CH:21]=1 |f:1.2|. Procedure details: A solution of (b) (2.0 g, 6.3 mmol), 1M aqueous sodium hydroxide solution (1.2 ml, 1.2 mmol) in ethanol (40 ml) was stirred at room temperature for 3 hours. After concentration, the residue was diluted with water and acidified with a saturated solution of potassium hydrogenosulfate to pH 5. The precipitated solid was filtered, washed with water and dried under vacuum to afford a foam (1.0 g, 54%).